Dataset: the Open Reaction Database (ORD), a public repository of structured organic reaction records. Task: describe an organic reaction: reactants, conditions, products, and yield Product: O(C1=CC=CC=C1)C1=NOCC1 (3-phenoxy-4,5-dihydroisoxazole). The reactants are BrC1=NOCC1 (Bromo-4,5-dihydroisoxazole), COC(C1=CC=C(C=C1)O)=O (4-hydroxybenzoic acid methyl ester). Procedure: 3-phenoxy-4,5-dihydroisoxazole I-177a and I-177b were prepared in 2 steps from racemic compound I-14. Bromo-4,5-dihydroisoxazole I-14 was reacted with 4-hydroxybenzoic acid methyl ester using Method 5 followed by hydroysis using the analogous conditions as in Example 94. These compounds can be separated using chiral HPLC methods known in the art. For example, see chiral HPLC Method disclosed herein. [M+H]+=368.0 m/z. Activity: B Reaction SMILES: Br[C:2]1[CH2:6][CH2:5][O:4][N:3]=1.COC(=O)[C:10]1[CH:15]=[CH:14][C:13]([OH:16])=[CH:12][CH:11]=1>>[O:16]([C:2]1[CH2:6][CH2:5][O:4][N:3]=1)[C:13]1[CH:14]=[CH:15][CH:10]=[CH:11][CH:12]=1. Reactants: OCCC1=CC=C(C=C1)OC(N(C1=CC=CC=C1)C)=O (methyl-phenyl-carbamic acid 4-(2-hydroxy-ethyl)-phenyl ester), OC1=NC=CC=C1 (2-hydroxypyridine), O=C1N(C=CC=C1)CC1=CC=C(C=C1)OC(N(C1=CC=CC=C1)C)=O (methyl-phenyl-carbamic acid 4-(2-oxo-2H-pyridin-1-ylmethyl)-phenyl ester). The product is N1=C(C=CC=C1)OCCC1=CC=C(C=C1)OC(N(C1=CC=CC=C1)C)=O (Methyl-phenyl-carbamic acid 4-[2-(pyridin-2-yloxy)-ethyl]-phenyl ester). Isolated yield 50.0%. Reaction SMILES: [OH:1][CH2:2][CH2:3][C:4]1[CH:9]=[CH:8][C:7]([O:10][C:11](=[O:20])[N:12]([CH3:19])[C:13]2[CH:18]=[CH:17][CH:16]=[CH:15][CH:14]=2)=[CH:6][CH:5]=1.O[C:22]1[CH:27]=[CH:26][CH:25]=[CH:24][N:23]=1.O=C1C=CC=CN1CC1C=CC(OC(=O)N(C)C2C=CC=CC=2)=CC=1>>[N:23]1[CH:24]=[CH:25][CH:26]=[CH:27][C:22]=1[O:1][CH2:2][CH2:3][C:4]1[CH:5]=[CH:6][C:7]([O:10][C:11](=[O:20])[N:12]([CH3:19])[C:13]2[CH:14]=[CH:15][CH:16]=[CH:17][CH:18]=2)=[CH:8][CH:9]=1. Reported procedure: The title compound was prepared in 50% yield as an oil using methyl-phenyl-carbamic acid 4-(2-hydroxy-ethyl)-phenyl ester and 2-hydroxypyridine. In addition 29% of the isomeric methyl-phenyl-carbamic acid 4-(2-oxo-2H-pyridin-1-ylmethyl)-phenyl ester was isolated, see characterization above. 1H NMR (400 MHz; CDCl3): δ 3.08 (t, 2H), 3.41 (br s, 3H), 4.49 (s, 2H), 6.73 (d, 1H), 6.88 (dd, 1H), 7.05 (br d, 2H), 7.22-7.42 (m, 7H), 7.61 (dt, 1H), 8.18 (dd, 1H); HPLC-MS: m/z=349.2 (M+1); Rt=3.97 min. Product: [Cl-].C(C)C1=[N+](C=CN1N=CC1=CC=C(C=C1)N(C)C)NCC1=CC=C(C=C1)N(C)C (2-ethyl-1-[[p-(dimethylamino)benzyl]-amino]-3-[[p-(dimethylamino)benzylidene]amino]imidazolium chloride). Conditions: time 24 hour. Solvent: C(C)(=O)O (acetic acid). Starting materials: CN(C1=CC=C(C=O)C=C1)C (p-dimethylaminobenzaldehyde), [Cl-].NN1C(=[N+](C=C1)NCC1=CC=C(C=C1)N(C)C)CC (3-amino-1-[[p-(dimethylamino)benzyl]amino]-2-ethylimidazolium chloride). Procedure details: 0.5 g (3.38 mmol) of p-dimethylaminobenzaldehyde is added to a solution of 1.0 g (3.38 mmol) of 3-amino-1-[[p-(dimethylamino)benzyl]amino]-2-ethylimidazolium chloride in 15 ml of glacial acetic acid, the mixture is stirred at room temperature for 24 hours, the solution is evaporated and the crude product is chromatographed on 60 g of silica gel (particle size 0.063-0.200 mm) while eluting with methylene chloride/methanol (3:1 v/v). After recrystallizing the resulting material from ethanol/ether ... As a reaction SMILES: [CH3:1][N:2]([CH3:11])[C:3]1[CH:10]=[CH:9][C:6]([CH:7]=O)=[CH:5][CH:4]=1.[Cl-:12].[NH2:13][N:14]1[CH:18]=[CH:17][N+:16]([NH:19][CH2:20][C:21]2[CH:26]=[CH:25][C:24]([N:27]([CH3:29])[CH3:28])=[CH:23][CH:22]=2)=[C:15]1[CH2:30][CH3:31]>C(O)(=O)C>[Cl-:12].[CH2:30]([C:15]1[N:14]([N:13]=[CH:7][C:6]2[CH:9]=[CH:10][C:3]([N:2]([CH3:11])[CH3:1])=[CH:4][CH:5]=2)[CH:18]=[CH:17][N+:16]=1[NH:19][CH2:20][C:21]1[CH:26]=[CH:25][C:24]([N:27]([CH3:29])[CH3:28])=[CH:23][CH:22]=1)[CH3:31] |f:1.2,4.5|. The reactants are COP(OC)(=O)CC(=O)C1CCCCC1 (Dimethyl(2-cyclohexyl-2-oxoethyl)phosphonate), [H-].[Na+] (sodium hydride), C(C)(=O)O (acetic acid), C(C)(=O)OC1C2CCC(C2CC1)C=O (6-acetoxy-2-formylbicyclo[3,3,0]octane). Reagents/catalysts: O1CCOCCOCCOCCOCCOCC1 (1,4,7,10,13,16-hexaoxacyclooctadecane). Solvent: O1CCCC1 (tetrahydrofuran), C(C)OCC (diethyl ether). Run at temperature 0 celsius, time 12 hour. Product: C(C)(=O)OC1C2CCC(C2CC1)\C=C\C(=O)C1CCCCC1 ((E)- 6-acetoxy-2-(3-cyclohexyl-3-oxoprop-1-enyl)bicyclo[3,3,0]octane). As a reaction SMILES: COP([CH2:7][C:8]([CH:10]1[CH2:15][CH2:14][CH2:13][CH2:12][CH2:11]1)=[O:9])(=O)OC.[H-].[Na+].[C:18]([O:21][CH:22]1[CH2:29][CH2:28][CH:27]2[CH:23]1[CH2:24][CH2:25][CH:26]2[CH:30]=O)(=[O:20])[CH3:19].C(O)(=O)C>O1CCCC1.C(OCC)C.O1CCOCCOCCOCCOCCOCC1>[C:18]([O:21][CH:22]1[CH2:29][CH2:28][CH:27]2[CH:23]1[CH2:24][CH2:25][CH:26]2/[CH:30]=[CH:7]/[C:8]([CH:10]1[CH2:11][CH2:12][CH2:13][CH2:14][CH2:15]1)=[O:9])(=[O:20])[CH3:19] |f:1.2|. Procedure: Dimethyl(2-cyclohexyl-2-oxoethyl)phosphonate (3.3 g) was added to a stirred suspension of sodium hydride (0.34 g) and 1,4,7,10,13,16-hexaoxacyclooctadecane (10 mg) in dry tetrahydrofuran (90 ml) in an atmosphere of argon and the mixture was stirred for 12 hours. The mixture was then cooled to 0° C. and treated dropwise with 6-acetoxy-2-formylbicyclo[3,3,0]octane (1.05 g; prepared as described in Reference Example 21 and predominantly in the 2β-configuration). The reaction mixture was allowed to ...